Dataset: the Open Reaction Database (ORD), a public repository of structured organic reaction records. Task: describe an organic reaction: reactants, conditions, products, and yield The reactants are C1(CCCCC1)C[C@@H]([C@H](C[C@@H]1OCOC1(C)C)O)NC([C@@H](N(C([C@@H](NC(=O)N1CCCCC1)CC1=CC=CC=C1)=O)C)CC1=CNC=N1)=O ((4S)-4-[(2S,3S)-4-cyclohexyl-2-hydroxy-3-[[Nα-methyl-N α-(N-piperidinocarbonyl-L-phenylalanyl)-L-histidyl]amino]butyl]-5,5-dimethyl-1,3-dioxolane), CS(=O)(=O)O (methanesulfonic acid). Yield: 82.5%. Run at time 3 hour. Reaction SMILES: [CH:1]1([CH2:7][C@H:8]([NH:19][C:20](=[O:49])[C@H:21]([CH2:43][C:44]2[N:48]=[CH:47][NH:46][CH:45]=2)[N:22]([CH3:42])[C:23](=[O:41])[C@H:24]([CH2:34][C:35]2[CH:40]=[CH:39][CH:38]=[CH:37][CH:36]=2)[NH:25][C:26]([N:28]2[CH2:33][CH2:32][CH2:31][CH2:30][CH2:29]2)=[O:27])[C@@H:9]([OH:18])[CH2:10][C@H:11]2[C:15]([CH3:17])([CH3:16])[O:14][CH2:13][O:12]2)[CH2:6][CH2:5][CH2:4][CH2:3][CH2:2]1.[CH3:50][S:51]([OH:54])(=[O:53])=[O:52]>C(OCC)(=O)C.C(O)C>[CH3:50][S:51]([OH:54])(=[O:53])=[O:52].[CH:1]1([CH2:7][C@H:8]([NH:19][C:20](=[O:49])[C@H:21]([CH2:43][C:44]2[N:48]=[CH:47][NH:46][CH:45]=2)[N:22]([CH3:42])[C:23](=[O:41])[C@H:24]([CH2:34][C:35]2[CH:36]=[CH:37][CH:38]=[CH:39][CH:40]=2)[NH:25][C:26]([N:28]2[CH2:33][CH2:32][CH2:31][CH2:30][CH2:29]2)=[O:27])[C@@H:9]([OH:18])[CH2:10][C@H:11]2[C:15]([CH3:17])([CH3:16])[O:14][CH2:13][O:12]2)[CH2:6][CH2:5][CH2:4][CH2:3][CH2:2]1 |f:4.5|. Reported procedure: The compound (310 mg) obtained in Example 1 was dissolved in ethyl acetate (7 ml) and a solution of methanesulfonic acid (44 mg) in ethyl acetate (5 ml) and ethanol (0.25 ml) was dropwise added. After stirring at room temperature for 3 hours, crystals were collected by filtration and dried under reduced pressure to give 292 mg of the title compound as white crystals (see Table 16). Run in C(C)(=O)OCC (ethyl acetate), C(C)(=O)OCC (ethyl acetate), C(C)O (ethanol). Yields the product CS(=O)(=O)O.C1(CCCCC1)C[C@@H]([C@H](C[C@@H]1OCOC1(C)C)O)NC([C@@H](N(C([C@@H](NC(=O)N1CCCCC1)CC1=CC=CC=C1)=O)C)CC1=CNC=N1)=O ((4S)-4-[(2S,3S)-4-cyclohexyl-2-hydroxy-3-[[Nα-methyl-N α-(N-piperidinocarbonyl-L-phenylalanyl)-L-histidyl]amino]butyl ]-5,5-dimethyl-1,3-dioxolane methanesulfonate). Starting materials: NC1=NC(=CC(=N1)CCCC(=O)OCC)NC1=CC(=C(C=C1)OC1=C2C(=NC=C1)NC=C2)F (Ethyl 4-(2-amino-6-{[3-fluoro-4-(1H-pyrrolo[2,3-b]pyridin-4-yloxy)phenyl]amino}-pyrimidin-4-yl)butanoate), [B-].[Na+] (sodium borohydrate). Solvent: C(C)O (ethanol). Reaction conditions: time 24 hour. Product: NC1=NC(=CC(=N1)CCCCO)NC1=CC(=C(C=C1)OC1=C2C(=NC=C1)NC=C2)F (4-(2-Amino-6-{[3-fluoro-4-(1H-pyrrolo[2,3-b]pyridin-4-yloxy)phenyl]amino}-pyrimidin-4-yl)butan-1-ol). As a reaction SMILES: [NH2:1][C:2]1[N:7]=[C:6]([CH2:8][CH2:9][CH2:10][C:11](OCC)=[O:12])[CH:5]=[C:4]([NH:16][C:17]2[CH:22]=[CH:21][C:20]([O:23][C:24]3[CH:29]=[CH:28][N:27]=[C:26]4[NH:30][CH:31]=[CH:32][C:25]=34)=[C:19]([F:33])[CH:18]=2)[N:3]=1.[B-].[Na+]>C(O)C>[NH2:1][C:2]1[N:7]=[C:6]([CH2:8][CH2:9][CH2:10][CH2:11][OH:12])[CH:5]=[C:4]([NH:16][C:17]2[CH:22]=[CH:21][C:20]([O:23][C:24]3[CH:29]=[CH:28][N:27]=[C:26]4[NH:30][CH:31]=[CH:32][C:25]=34)=[C:19]([F:33])[CH:18]=2)[N:3]=1 |f:1.2|. Procedure: 300 mg (0.67 mmol) of 4-(2-amino-6-{[3-fluoro-4-(1H-pyrrolo[2,3-b]pyridin-4-yloxy)phenyl]amino}pyrimidin-4-yl)butan-1-ol (from example 132) are suspended in 15 ml of ethanol, and 253 mg (6.66 mmol) of sodium borohydrate are added a little at a time at RT. The mixture is stirred at RT for 24 hours and then concentrated, and ethyl acetate and water are added. The organic phase is dried over sodium sulfate. The product is purified by column chromatography (silica gel 60; gradient column, mobile pha... Reactants: O (water), C(C)(C)N(CC)C(C)C (Diisopropylethylamine), COC(=O)[C@H]1NC[C@@H](C1)O ((2S,4R)-4-Hydroxy-pyrrolidine-2-carboxylic acid methyl ester), N(=C=O)C1=CC=C(C=C1)OC(F)(F)F (1-isocyanato-4-(trifluoromethoxy)benzene). Solvent: ClCCl (dichloromethane). Reaction conditions: time 10 minute. The product is COC(=O)[C@H]1N(C[C@@H](C1)O)C(NC1=CC=C(C=C1)OC(F)(F)F)=O ((2S,4R)-4-Hydroxy-1-(4-trifluoromethoxy-phenylcarbamoyl)-pyrrolidine-2-carboxylic acid methyl ester). The yield is 97.1%. As a reaction SMILES: C(N(C(C)C)CC)(C)C.[CH3:10][O:11][C:12]([C@@H:14]1[CH2:18][C@@H:17]([OH:19])[CH2:16][NH:15]1)=[O:13].[N:20]([C:23]1[CH:28]=[CH:27][C:26]([O:29][C:30]([F:33])([F:32])[F:31])=[CH:25][CH:24]=1)=[C:21]=[O:22].O>ClCCl>[CH3:10][O:11][C:12]([C@@H:14]1[CH2:18][C@@H:17]([OH:19])[CH2:16][N:15]1[C:21](=[O:22])[NH:20][C:23]1[CH:28]=[CH:27][C:26]([O:29][C:30]([F:31])([F:33])[F:32])=[CH:25][CH:24]=1)=[O:13]. Procedure details: Diisopropylethylamine (0.782 g, 5.5 mmol) was dropped into a suspension of compound (2S,4R)-4-Hydroxy-pyrrolidine-2-carboxylic acid methyl ester (1.0 g, 5.5 mmol) in anhydrous dichloromethane (50 mL), the mixture was stirred at room temperature for 10 minutes. 1-isocyanato-4-(trifluoromethoxy)benzene (1.116 g, 5.5 mmol) was added to the suspension and the mixture was continued to be stirred for 2 hours at room temperature. The mixture was poured into water (50 mL), the resulting mixture was filt...